From a dataset of the Open Reaction Database (ORD), a public repository of structured organic reaction records. describe an organic reaction: reactants, conditions, products, and yield Starting materials: NC(CC1=CC=C(OC2=NC=C(C(=O)N)C=C2)C=C1)(C)C (6-[4-(2-amino-2-methyl-propyl) phenoxy]-nicotinamide), C(C1=CC=CC=C1)Br (benzyl bromide). Yields the product C(C1=CC=CC=C1)NC(CC1=CC=C(OC2=NC=C(C(=O)N)C=C2)C=C1)(C)C (6-[4-(2-Benzylamino-2-methyl-propyl)-phenoxy]-nicotinamide). As a reaction SMILES: [NH2:1][C:2]([CH3:21])([CH3:20])[CH2:3][C:4]1[CH:19]=[CH:18][C:7]([O:8][C:9]2[CH:17]=[CH:16][C:12]([C:13]([NH2:15])=[O:14])=[CH:11][N:10]=2)=[CH:6][CH:5]=1.[CH2:22](Br)[C:23]1[CH:28]=[CH:27][CH:26]=[CH:25][CH:24]=1>>[CH2:22]([NH:1][C:2]([CH3:21])([CH3:20])[CH2:3][C:4]1[CH:5]=[CH:6][C:7]([O:8][C:9]2[CH:17]=[CH:16][C:12]([C:13]([NH2:15])=[O:14])=[CH:11][N:10]=2)=[CH:18][CH:19]=1)[C:23]1[CH:28]=[CH:27][CH:26]=[CH:25][CH:24]=1. Procedure details: Using a method similar to example 2, using 6-[4-(2-amino-2-methyl-propyl) phenoxy]-nicotinamide and benzyl bromide gives the title product: HPLC (30/70 to 90/10 ACN/(0.1% TFA in water) Zorbax SB-Phenyl Column 4.6 mm×15 cm×5 micron: Retention time: 3.96 minutes, Purity: 100%; mass spectrum (ion spray): m/z=376.2 (M+1).